From a dataset of the Open Reaction Database (ORD), a public repository of structured organic reaction records. describe an organic reaction: reactants, conditions, products, and yield The reactants are C(C)(C)(C)OC(=O)N[C@@H](C\C=C(/C(=O)O)\CCCF)C(=O)O ((Z)—(S)-5-[(tert-Butoxycarbonyl)amino]-2-(3-fluoropropyl)hex-2-enedioic acid), FC(C(=O)O)(F)F (trifluoroacetic acid). The solvent is ClCCl (dichloromethane). The product is N[C@@H](C\C=C(/C(=O)O)\CCCF)C(=O)O.FC(C(=O)[O-])(F)F ((Z)—(S)-5-Amino-2-(3-fluoropropyl)hex-2-enedioic acid trifluoroacetate). RXN SMILES: C(OC([NH:8][C@H:9]([C:20]([OH:22])=[O:21])[CH2:10]/[CH:11]=[C:12](/[CH2:16][CH2:17][CH2:18][F:19])\[C:13]([OH:15])=[O:14])=O)(C)(C)C.[F:23][C:24]([F:29])([F:28])[C:25]([OH:27])=[O:26]>ClCCl>[NH2:8][C@H:9]([C:20]([OH:22])=[O:21])[CH2:10]/[CH:11]=[C:12](/[CH2:16][CH2:17][CH2:18][F:19])\[C:13]([OH:15])=[O:14].[F:23][C:24]([F:29])([F:28])[C:25]([O-:27])=[O:26] |f:3.4|. Procedure: (Z)—(S)-5-[(tert-Butoxycarbonyl)amino]-2-(3-fluoropropyl)hex-2-enedioic acid (10.0 mg, 0.03 mmol) was stirred in a mixture of trifluoroacetic acid (1.0 mL) and dichloromethane (1.0 mL) at r.t. for 4 h. After that the mixture was concentrated under reduced pressure, the residue was taken up in water (10 mL) and the solution was lyophilised. Yield: 6.0 mg, 0.02 mmol, 56%. As a reaction SMILES: [C:1]([CH3:2])([CH3:3])([CH3:4])[c:5]1[cH:6][c:7]([O:44][CH2:45][CH3:46])[c:8]([C:11]2=[N:15][C:14]([CH3:16])([c:17]3[cH:18][cH:19][c:20]([Cl:23])[cH:21][cH:22]3)[C:13]([CH3:24])([c:25]3[cH:26][cH:27][c:28]([Cl:31])[cH:29][cH:30]3)[N:12]2[C:32](=[O:33])[N:34]2[CH2:35][CH2:36][CH:37]([CH2:40][C:41](=[O:42])[OH:43])[CH2:38][CH2:39]2)[cH:9][n:10]1.[CH2:47]([CH3:48])[O:49][CH:50]1[CH2:51][CH2:52][NH:53][CH2:54][CH2:55]1>>[C:1]([CH3:2])([CH3:3])([CH3:4])[c:5]1[cH:6][c:7]([O:44][CH2:45][CH3:46])[c:8]([C:11]2=[N:15][C:14]([CH3:16])([c:17]3[cH:18][cH:19][c:20]([Cl:23])[cH:21][cH:22]3)[C:13]([CH3:24])([c:25]3[cH:26][cH:27][c:28]([Cl:31])[cH:29][cH:30]3)[N:12]2[C:32](=[O:33])[N:34]2[CH2:35][CH2:36][CH:37]([CH2:40][C:41](=[O:42])[N:53]3[CH2:52][CH2:51][CH:50]([O:49][CH2:47][CH3:48])[CH2:55][CH2:54]3)[CH2:38][CH2:39]2)[cH:9][n:10]1. Reactants: CCOc1cc(C(C)(C)C)ncc1C1=NC(C)(c2ccc(Cl)cc2)C(C)(c2ccc(Cl)cc2)N1C(=O)N1CCC(CC(=O)O)CC1, CCOC1CCNCC1. Yields the product CCOc1cc(C(C)(C)C)ncc1C1=NC(C)(c2ccc(Cl)cc2)C(C)(c2ccc(Cl)cc2)N1C(=O)N1CCC(CC(=O)N2CCC(OCC)CC2)CC1. Starting materials: ONC(C1=CC=C(C=C1)OCCC)=N (N-hydroxy-4-propoxy-benzamidine), C(C)N(C=1C=C(C(=O)O)C=C(N1)C)CC (2-diethylamino-6-methyl-isonicotinic acid). Yields the product C(C)N(C1=NC(=CC(=C1)C1=NC(=NO1)C1=CC=C(C=C1)OCCC)C)CC (Diethyl-{6-methyl-4-[3-(4-propoxy-phenyl)-[1,2,4]oxadiazol-5-yl]-pyridin-2-yl}-amine). As a reaction SMILES: [OH:1][NH:2][C:3](=[NH:14])[C:4]1[CH:9]=[CH:8][C:7]([O:10][CH2:11][CH2:12][CH3:13])=[CH:6][CH:5]=1.[CH2:15]([N:17]([CH2:28][CH3:29])[C:18]1[CH:19]=[C:20]([CH:24]=[C:25]([CH3:27])[N:26]=1)[C:21](O)=O)[CH3:16]>>[CH2:28]([N:17]([CH2:15][CH3:16])[C:18]1[CH:19]=[C:20]([C:21]2[O:1][N:2]=[C:3]([C:4]3[CH:9]=[CH:8][C:7]([O:10][CH2:11][CH2:12][CH3:13])=[CH:6][CH:5]=3)[N:14]=2)[CH:24]=[C:25]([CH3:27])[N:26]=1)[CH3:29]. Procedure: The title compound is prepared in analogy to Example 5 starting from N-hydroxy-4-propoxy-benzamidine and 2-diethylamino-6-methyl-isonicotinic acid; LC-MS: tR=1.41*min; [M+1]+=367.09. Starting materials: COC(=O)c1cc(-c2cccc([N+](=O)[O-])c2OC)oc1C, CO, [Na+], [OH-]. Product: COc1c(-c2cc(C(=O)O)c(C)o2)cccc1[N+](=O)[O-]. RXN SMILES: [CH3:1][O:2][C:3](=[O:4])[c:5]1[c:6]([CH3:21])[o:7][c:8](-[c:10]2[c:11]([O:19][CH3:20])[c:12]([N+:16](=[O:17])[O-:18])[cH:13][cH:14][cH:15]2)[cH:9]1.[CH3:24][OH:25].[Na+:23].[OH-:22]>>[O:2]=[C:3]([OH:4])[c:5]1[c:6]([CH3:21])[o:7][c:8](-[c:10]2[c:11]([O:19][CH3:20])[c:12]([N+:16](=[O:17])[O-:18])[cH:13][cH:14][cH:15]2)[cH:9]1. Starting materials: CC1=CC=CC=2SC=C(C21)CN2C(NC1=C2C=CC=C1)=O (1-(4-Methyl-benzo[b]thiophen-3-ylmethyl)-1,3-dihydro-benzimidazol-2-one), C(C)OC(\C=C\CCC)=O ((E)-Hex-2-enoic acid ethyl ester), [OH-].C(C1=CC=CC=C1)[N+](C)(C)C (benzyltrimethyl ammonium hydroxide), CO (MeOH), C(C)OC(\C=C\CCC)=O ((E)-Hex-2-enoic acid ethyl ester), [NH4+].[Cl-] (NH4Cl). Run in CN(C)C=O (DMF), O (water). Run at temperature 60 celsius, time 8 hour. Product: C(C)OC(CC(CCC)N1C(N(C2=C1C=CC=C2)CC=2C1=C(SC2)C=CC=C1C)=O)=O (3-[3-(4-Methyl-benzo[b]thiophen-3-ylmethyl)-2-oxo-2,3-dihydro-benzimidazol-1-yl]-hexanoic acid ethyl ester). The yield is 94.3%. As a reaction SMILES: [CH3:1][C:2]1[C:10]2[C:9]([CH2:11][N:12]3[C:16]4[CH:17]=[CH:18][CH:19]=[CH:20][C:15]=4[NH:14][C:13]3=[O:21])=[CH:8][S:7][C:6]=2[CH:5]=[CH:4][CH:3]=1.[CH2:22]([O:24][C:25](=[O:31])/[CH:26]=[CH:27]/[CH2:28][CH2:29][CH3:30])[CH3:23].[OH-].C([N+](C)(C)C)C1C=CC=CC=1.CO.[NH4+].[Cl-]>CN(C=O)C.O>[CH2:22]([O:24][C:25](=[O:31])[CH2:26][CH:27]([N:14]1[C:15]2[CH:20]=[CH:19][CH:18]=[CH:17][C:16]=2[N:12]([CH2:11][C:9]2[C:10]3[C:2]([CH3:1])=[CH:3][CH:4]=[CH:5][C:6]=3[S:7][CH:8]=2)[C:13]1=[O:21])[CH2:28][CH2:29][CH3:30])[CH3:23] |f:2.3,5.6|. Procedure details: To a solution of 1-(4-Methyl-benzo[b]thiophen-3-ylmethyl)-1,3-dihydro-benzimidazol-2-one (50 mg, 0.17 mmol) in dry DMF (1.0 mL) are added (E)-Hex-2-enoic acid ethyl ester (27 mg, 0.19 mmol) and 40% benzyltrimethyl ammonium hydroxide in MeOH (0.008 mL, 0.017 mmol). The resulting mixture is warmed up to 60° C. for 16 hr. Then another 27 mg of (E)-Hex-2-enoic acid ethyl ester is added the heating is continued for another 8 hr. Then saturated NH4Cl (2 mL) and water (10 mL) are added and the mixture ... The yield is 91.7%. The reactants are ClC1=C(C=CC=C1)C1=C(C=CC=C1)CC#N ((2′-chloro-biphenyl-2-yl)-acetonitrile), NO (hydroxylamine). Yields the product ClC1=C(C=CC=C1)C1=C(C=CC=C1)CC(=N)NO (2-(2′-chloro-biphenyl-2-yl)-N-hydroxy-acetamidine). Procedure details: To a stirred solution of (2′-chloro-biphenyl-2-yl)-acetonitrile (15) (2 g, 8.78 mmol) in ethanol (20 mL) was added aqueous hydroxylamine (50%) (1.16 g, 17.8). The mixture was heated to 60° C. for 16 h. After completion of the reaction, the reaction mixture was evaporated, extracted with ethyl acetate and concentrated to get 2-(2′-chloro-biphenyl-2-yl)-N-hydroxy-acetamidine (16) (2.1 g, 91.7%) as an off-white solid which was directly used in the next step. Reaction SMILES: [Cl:1][C:2]1[CH:7]=[CH:6][CH:5]=[CH:4][C:3]=1[C:8]1[CH:13]=[CH:12][CH:11]=[CH:10][C:9]=1[CH2:14][C:15]#[N:16].[NH2:17][OH:18]>C(O)C>[Cl:1][C:2]1[CH:7]=[CH:6][CH:5]=[CH:4][C:3]=1[C:8]1[CH:13]=[CH:12][CH:11]=[CH:10][C:9]=1[CH2:14][C:15]([NH:17][OH:18])=[NH:16]. Run at temperature 60 celsius. The solvent is C(C)O (ethanol). Starting materials: C[C@@H]1C([C@H](CCC1)C)=NO (trans-2,6-dimethylcyclohexanone oxime), polyphosphoric acid, C([O-])([O-])=O.[Na+].[Na+] (Sodium carbonate), ice water. The solvent is C=1(C(=CC=CC1)C)C (xylene). Reaction conditions: time 10 hour. Product: C[C@@H]1C(N[C@H](CCC1)C)=O (trans-3,7-dimethylhexahydro-1H-azepine-2-one). RXN SMILES: [CH3:1][C@H:2]1[CH2:7][CH2:6][CH2:5][C@H:4]([CH3:8])[C:3]1=[N:9]O.C(=O)([O-])[O-:12].[Na+].[Na+]>C1(C)C(C)=CC=CC=1>[CH3:1][C@H:2]1[CH2:7][CH2:6][CH2:5][C@H:4]([CH3:8])[NH:9][C:3]1=[O:12] |f:1.2.3|. Procedure: Into 20 ml of xylene were added 1.3 g of trans-2,6-dimethylcyclohexanone oxime and 6 g of polyphosphoric acid, the mixture was stirred for 10 hours at 100%. The reaction mixture was cooled to near room temperature, poured into ice-water. Sodium carbonate was added to the mixture, and the mixture was extracted with ethyl acetate three times. The organic layers was washed with a saturated sodium chloride aqueous solution, dried over anhydrous magnesium sulfate and concentrated. The residue was sub...